Dataset: the Open Reaction Database (ORD), a public repository of structured organic reaction records. Task: describe an organic reaction: reactants, conditions, products, and yield RXN SMILES: [F:1][C:2]1[C:10]([O:11][C:12]2[C:21]3[C:16](=[CH:17][C:18]([O:23][CH3:24])=[C:19]([OH:22])[CH:20]=3)[N:15]=[CH:14][N:13]=2)=[CH:9][CH:8]=[C:7]2[C:3]=1[CH:4]=[CH:5][NH:6]2.[C:25]([N:28]1[CH2:33][CH2:32][N:31]([CH2:34][CH2:35]O)[CH2:30][CH2:29]1)(=[O:27])[CH3:26].C1(P(C2C=CC=CC=2)C2C=CC=CC=2)C=CC=CC=1.N(C(OC(C)C)=O)=NC(OC(C)C)=O>ClCCl>[C:25]([N:28]1[CH2:33][CH2:32][N:31]([CH2:34][CH2:35][O:22][C:19]2[CH:20]=[C:21]3[C:16](=[CH:17][C:18]=2[O:23][CH3:24])[N:15]=[CH:14][N:13]=[C:12]3[O:11][C:10]2[C:2]([F:1])=[C:3]3[C:7](=[CH:8][CH:9]=2)[NH:6][CH:5]=[CH:4]3)[CH2:30][CH2:29]1)(=[O:27])[CH3:26]. Isolated yield 67.8%. Reported procedure: A mixture of 4-[(4-fluoro-1H-indol-5-yl)oxy]-6-hydroxy-7-methoxyquinazoline (260 mg, 0.80 mmol), (prepared as described for the starting material in Example 10), 2-(4-acetylpiperazin-1-yl)ethanol (165 mg, 0.96 mmol), (prepared as described for the starting material in Example 28), and triphenylphosphine (252 mg, 0.96 mmol) in dichloromethane (15 ml) was stirred and cooled in an ice/water bath. Diisopropyl azodicarboxylate (189 μl, 0.96 mmol) was added. The mixture was stirred for 3 hours and the... The product is C(C)(=O)N1CCN(CC1)CCOC=1C=C2C(=NC=NC2=CC1OC)OC=1C(=C2C=CNC2=CC1)F (6-[2(4-acetylpiperazin-1-yl)ethoxy]-4-[(4-fluoro-1H-indol-5-yl)oxy]-7-methoxyquinazoline). The reactants are FC1=C2C=CNC2=CC=C1OC1=NC=NC2=CC(=C(C=C12)O)OC (4-[(4-fluoro-1H-indol-5-yl)oxy]-6-hydroxy-7-methoxyquinazoline), N(=NC(=O)OC(C)C)C(=O)OC(C)C (Diisopropyl azodicarboxylate), C(C)(=O)N1CCN(CC1)CCO (2-(4-acetylpiperazin-1-yl)ethanol), C1(=CC=CC=C1)P(C1=CC=CC=C1)C1=CC=CC=C1 (triphenylphosphine), N(=NC(=O)OC(C)C)C(=O)OC(C)C (diisopropyl azodicarboxylate), C(C)(=O)N1CCN(CC1)CCO (2-(4-acetylpiperazin-1-yl)ethanol), C1(=CC=CC=C1)P(C1=CC=CC=C1)C1=CC=CC=C1 (triphenylphosphine). The solvent is ClCCl (dichloromethane). Starting materials: CN(C)C=O, CCCCCC, [Cl-], Fc1cc(F)c(F)c(COC2CCCCO2)c1F, [Li]CCCC, [Na+], C1CCOC1. The product is O=Cc1c(F)c(F)c(COC2CCCCO2)c(F)c1F. As a reaction SMILES: [CH3:24][N:25]([CH:26]=[O:27])[CH3:28].[CH3:36][CH2:37][CH2:38][CH2:39][CH2:40][CH3:41].[Cl-:30].[F:1][c:2]1[c:3]([CH2:11][O:12][CH:13]2[O:14][CH2:15][CH2:16][CH2:17][CH2:18]2)[c:4]([F:10])[c:5]([F:9])[cH:6][c:7]1[F:8].[Li:19][CH2:20][CH2:21][CH2:22][CH3:23].[Na+:29].[O:31]1[CH2:32][CH2:33][CH2:34][CH2:35]1>>[F:1][c:2]1[c:3]([CH2:11][O:12][CH:13]2[O:14][CH2:15][CH2:16][CH2:17][CH2:18]2)[c:4]([F:10])[c:5]([F:9])[c:6]([CH:26]=[O:27])[c:7]1[F:8]. Starting materials: O=C(c1ncc[nH]1)c1ncc[nH]1, CNOC, CCOC(C)=O, CCN(C(C)C)C(C)C, Cl, CN(C)C=O, O=C(O)c1n[nH]c2ccccc12. Product: CON(C)C(=O)c1n[nH]c2ccccc12. RXN SMILES: [C:13]([c:14]1[nH:15][cH:16][cH:17][n:18]1)([c:19]1[nH:20][cH:21][cH:22][n:23]1)=[O:24].[CH3:34][NH:35][O:36][CH3:37].[CH3:44][CH2:45][O:46][C:47](=[O:48])[CH3:49].[CH:25]([N:26]([CH:27]([CH3:28])[CH3:29])[CH2:30][CH3:31])([CH3:32])[CH3:33].[ClH:38].[O:39]=[CH:40][N:41]([CH3:42])[CH3:43].[nH:1]1[n:2][c:3]([C:10](=[O:11])[OH:12])[c:4]2[cH:5][cH:6][cH:7][cH:8][c:9]12>>[nH:1]1[n:2][c:3]([C:10](=[O:12])[N:35]([CH3:34])[O:36][CH3:37])[c:4]2[cH:5][cH:6][cH:7][cH:8][c:9]12. Starting materials: CC1CCCN1, CCO, CN1CC(CCCl)Oc2ncccc2C1=O. Product: CC1CCCN1CCC1CN(C)C(=O)c2cccnc2O1. Reaction SMILES: [CH3:17][CH:18]1[NH:19][CH2:20][CH2:21][CH2:22]1.[CH3:23][CH2:24][OH:25].[Cl:1][CH2:2][CH2:3][CH:4]1[O:5][c:6]2[c:7]([cH:13][cH:14][cH:15][n:16]2)[C:8](=[O:12])[N:9]([CH3:11])[CH2:10]1>>[CH2:2]([CH2:3][CH:4]1[O:5][c:6]2[c:7]([cH:13][cH:14][cH:15][n:16]2)[C:8](=[O:12])[N:9]([CH3:11])[CH2:10]1)[N:19]1[CH:18]([CH3:17])[CH2:22][CH2:21][CH2:20]1. Product: ClC=1C=C(C=CC1S(=O)(=O)C)C1=C(C=CC(=C1)Cl)OCC(=O)O ([[3′,5-Dichloro-4′-(methylsulfonyl)[1,1′-biphenyl]-2-yl]oxy]acetic acid). RXN SMILES: [Cl:1][C:2]1[CH:3]=[C:4]([C:11]2[CH:16]=[C:15]([Cl:17])[CH:14]=[CH:13][C:12]=2[O:18][CH2:19][C:20]([O:22]C(C)(C)C)=[O:21])[CH:5]=[CH:6][C:7]=1[S:8]([CH3:10])=[O:9].C(O)(C(F)(F)F)=[O:28]>>[Cl:1][C:2]1[CH:3]=[C:4]([C:11]2[CH:16]=[C:15]([Cl:17])[CH:14]=[CH:13][C:12]=2[O:18][CH2:19][C:20]([OH:22])=[O:21])[CH:5]=[CH:6][C:7]=1[S:8]([CH3:10])(=[O:9])=[O:28]. Starting materials: ClC=1C=C(C=CC1S(=O)C)C1=C(C=CC(=C1)Cl)OCC(=O)OC(C)(C)C (1,1-dimethylethyl [[3′,5-dichloro-4′-(methylsulfinyl)[1,1′-biphenyl]-2-yl]oxy]acetate), C(=O)(C(F)(F)F)O (TFA). Procedure details: A solution of the product from step d) (73 mg) in TFA (3 ml) was stirred for 2 h. The solvent was removed in vacuo, water was added and the mixture was extracted with dichloromethane (three times). The organic extracts were dried (MgSO4), evaporated and triturated with ether to give the title compound (46 mg) as a white solid. M.p. 140-2° C. The reactants are C(C)(=O)O[BH-](OC(C)=O)OC(C)=O.[Na+] (Sodium triacetoxyborohydride), C(C)(=O)O (Acetic acid), FC1=CC=C(N)C=C1 (4-Fluoroaniline), COC(=O)C1=NC=C(C=C1CC=O)COC1=CC=CC=C1 (3-(2-oxo-ethyl)-5-phenoxymethyl-pyridine-2-carboxylic acid methyl ester). The solvent is C(Cl)Cl (DCM), C(Cl)Cl (DCM). Reaction conditions: time 1 hour. Product: FC1=CC=C(C=C1)N1CCC=2C=C(C=NC2C1=O)COC1=CC=CC=C1 (7-(4-fluoro-phenyl)-3-phenoxymethyl-6,7-dihydro-[1,7]-naphthyridin-8(5H)-one). Isolated yield 15.2%. RXN SMILES: [F:1][C:2]1[CH:8]=[CH:7][C:5]([NH2:6])=[CH:4][CH:3]=1.C[O:10][C:11]([C:13]1[C:18]([CH2:19][CH:20]=O)=[CH:17][C:16]([CH2:22][O:23][C:24]2[CH:29]=[CH:28][CH:27]=[CH:26][CH:25]=2)=[CH:15][N:14]=1)=O.C(O[BH-](OC(=O)C)OC(=O)C)(=O)C.[Na+].C(O)(=O)C>C(Cl)Cl>[F:1][C:2]1[CH:8]=[CH:7][C:5]([N:6]2[C:11](=[O:10])[C:13]3[N:14]=[CH:15][C:16]([CH2:22][O:23][C:24]4[CH:29]=[CH:28][CH:27]=[CH:26][CH:25]=4)=[CH:17][C:18]=3[CH2:19][CH2:20]2)=[CH:4][CH:3]=1 |f:2.3|. Procedure details: 4-Fluoroaniline (0.032 mL, 0.34 mmol) was added to a stirred solution of 3-(2-oxo-ethyl)-5-phenoxymethyl-pyridine-2-carboxylic acid methyl ester (80 mg, 0.28 mmol, from step 7) in DCM (4 mL). The mixture was stirred at RT for 1 h. Sodium triacetoxyborohydride (89 mg, 0.42 mmol) was added and the mixture was stirred at RT for 16 h. Acetic acid (0.040 mL) was added and the mixture was stirred at RT for additional 20 h. The mixture was diluted with DCM and washed with a saturated solution of NaHCO3... Reactants: FC1=C(CO)C(=CC(=C1)OCCC)F (2,6-difluoro-4-propoxy-benzylalcohol), C(C)(C)(C)OC(=O)N1C[C@H](N(CC1)C(=O)Cl)CC ((R)-4-chlorocarbonyl-3-ethyl-piperazine-1-carboxylic acid tert-butyl ester). Yields the product FC1=C(COC(=O)N2[C@@H](CN(CC2)C(=O)OC(C)(C)C)CC)C(=CC(=C1)OCCC)F ((R)-2-Ethyl-piperazine-1,4-dicarboxylic acid 4-tert-butyl ester 1-(2,6-difluoro-4-propoxy-benzyl) ester). Isolated yield 78.0%. As a reaction SMILES: [F:1][C:2]1[CH:9]=[C:8]([O:10][CH2:11][CH2:12][CH3:13])[CH:7]=[C:6]([F:14])[C:3]=1[CH2:4][OH:5].[C:15]([O:19][C:20]([N:22]1[CH2:27][CH2:26][N:25]([C:28](Cl)=[O:29])[C@H:24]([CH2:31][CH3:32])[CH2:23]1)=[O:21])([CH3:18])([CH3:17])[CH3:16]>>[F:1][C:2]1[CH:9]=[C:8]([O:10][CH2:11][CH2:12][CH3:13])[CH:7]=[C:6]([F:14])[C:3]=1[CH2:4][O:5][C:28]([N:25]1[CH2:26][CH2:27][N:22]([C:20]([O:19][C:15]([CH3:17])([CH3:16])[CH3:18])=[O:21])[CH2:23][C@H:24]1[CH2:31][CH3:32])=[O:29]. Reported procedure: This compound was prepared from 2,6-difluoro-4-propoxy-benzylalcohol and (R)-4-chlorocarbonyl-3-ethyl-piperazine-1-carboxylic acid tert-butyl ester according to the procedure described in Example 179 to give the product as a colorless oil (257 mg; 78%); MS (ISP): 465.4 (M+Na)+.